From a dataset of the Open Reaction Database (ORD), a public repository of structured organic reaction records. describe an organic reaction: reactants, conditions, products, and yield Reactants: CCCCCCCCCCC#Cc1cccc(C=O)c1, NCc1ccc(C(F)(F)F)cc1. Yields the product CCCCCCCCCCC#Cc1cccc(CNCc2ccc(C(F)(F)F)cc2)c1. RXN SMILES: [C:1](#[C:2][CH2:3][CH2:4][CH2:5][CH2:6][CH2:7][CH2:8][CH2:9][CH2:10][CH2:11][CH3:12])[c:13]1[cH:14][c:15]([CH:16]=[O:17])[cH:18][cH:19][cH:20]1.[F:21][C:22]([c:23]1[cH:24][cH:25][c:26]([CH2:27][NH2:28])[cH:29][cH:30]1)([F:31])[F:32]>>[C:1](#[C:2][CH2:3][CH2:4][CH2:5][CH2:6][CH2:7][CH2:8][CH2:9][CH2:10][CH2:11][CH3:12])[c:13]1[cH:14][c:15]([CH2:16][NH:28][CH2:27][c:26]2[cH:25][cH:24][c:23]([C:22]([F:21])([F:31])[F:32])[cH:30][cH:29]2)[cH:18][cH:19][cH:20]1.